describe an organic reaction: reactants, conditions, products, and yield From a dataset of the Open Reaction Database (ORD), a public repository of structured organic reaction records. Product: ClC=1C=C(CN2CC(CCC2)COC2=CC=C(C=C2)C2=NC3=C(N2)C=CC(=C3)C(=O)N)C=CC1Cl (2-{4-[1-(3,4-Dichloro-benzyl)-piperidin-3-ylmethoxy]-phenyl}-1H-benzoimidazole-5-carboxylic acid amide). Reactants: N1C(CCCC1)CCOC1=CC=C(C=C1)C1=NC2=C(N1)C=CC(=C2)C(=O)N (2-[4-(2-piperidin-2-yl-ethoxy)-phenyl]-1H-benzoimidazole-5-carboxylic acid amide), ClC=1C=C(C=O)C=CC1Cl (3,4-dichlorobenzaldehyde), C1(=CC=C(C=C1)C=O)C (p-tolualdehyde). Reaction SMILES: [NH:1]1[CH2:6][CH2:5][CH2:4][CH2:3][CH:2]1[CH2:7][CH2:8][O:9][C:10]1[CH:15]=[CH:14][C:13]([C:16]2[NH:20][C:19]3[CH:21]=[CH:22][C:23]([C:25]([NH2:27])=[O:26])=[CH:24][C:18]=3[N:17]=2)=[CH:12][CH:11]=1.[Cl:28][C:29]1[CH:30]=C(C=C[C:36]=1[Cl:37])C=O.[C:38]1(C)[CH:43]=CC(C=O)=C[CH:39]=1>>[Cl:28][C:29]1[CH:30]=[C:5]([CH:4]=[CH:3][C:36]=1[Cl:37])[CH2:6][N:1]1[CH2:43][CH2:38][CH2:39][CH:7]([CH2:8][O:9][C:10]2[CH:11]=[CH:12][C:13]([C:16]3[NH:20][C:19]4[CH:21]=[CH:22][C:23]([C:25]([NH2:27])=[O:26])=[CH:24][C:18]=4[N:17]=3)=[CH:14][CH:15]=2)[CH2:2]1. Procedure: This compound was prepared using the methods outlined in Example 27, substituting 2-[4-(piperidin-3-ylmethoxy)-phenyl]-1H benzoimidazole-5-carboxylic acid amide for 2-[4-(2-piperidin-2-yl-ethoxy)-phenyl]-1H-benzoimidazole-5-carboxylic acid amide and 3,4-dichlorobenzaldehyde for p-tolualdehyde. HPLC (Method C): Rt=4.79. MS (ESI+): mass calcd. for C27H26Cl2N4O2, 508.14; m/z found, 509.3 [M+H]+. 1H NMR (500 MHz, CD3OD): 8.17 (s, 1H), 8.02 (d, J=9.1 Hz, 2H), 7.92 (dd, J=1.5, 8.7 Hz, 1H), 7.67 (m, 2H... Reactants: CC(NC(=O)OC(C)(C)C)C(=O)O, C1COCCN1, [Na+], [OH-]. Yields the product CC(NC(=O)OC(C)(C)C)C(=O)N1CCOCC1. Reaction SMILES: [C:1](=[O:2])([O:3][C:4]([CH3:5])([CH3:6])[CH3:7])[NH:8][CH:9]([CH3:10])[C:11](=[O:12])[OH:13].[CH2:14]1[CH2:15][O:16][CH2:17][CH2:18][NH:19]1.[Na+:21].[OH-:20]>>[C:1](=[O:2])([O:3][C:4]([CH3:5])([CH3:6])[CH3:7])[NH:8][CH:9]([CH3:10])[C:11](=[O:13])[N:19]1[CH2:14][CH2:15][O:16][CH2:17][CH2:18]1. Starting materials: O=C([O-])O, CCN=C=NCCCN(C)C, CCOC(C)=O, [Cl-], Cl, O=C(O)c1ccc(-c2ccccc2)cc1CN1CCCCC1, Nc1cccc(O)c1, [Na+], [Na+], CN(C)C=O. The product is Cl, O=C(Nc1cccc(O)c1)c1ccc(-c2ccccc2)cc1CN1CCCCC1. RXN SMILES: [C:45](=[O:46])([O-:47])[OH:48].[CH2:33]([N:34]=[C:35]=[N:36][CH2:37][CH2:38][CH2:39][N:40]([CH3:41])[CH3:42])[CH3:43].[CH3:50][CH2:51][O:52][C:53](=[O:54])[CH3:55].[Cl-:32].[ClH:44].[N:9]1([CH2:15][c:16]2[cH:17][c:18](-[c:25]3[cH:26][cH:27][cH:28][cH:29][cH:30]3)[cH:19][cH:20][c:21]2[C:22](=[O:23])[OH:24])[CH2:10][CH2:11][CH2:12][CH2:13][CH2:14]1.[NH2:1][c:2]1[cH:3][cH:4][cH:5][c:6]([OH:7])[cH:8]1.[Na+:31].[Na+:49].[O:56]=[CH:57][N:58]([CH3:59])[CH3:60]>>[ClH:32].[NH:1]([c:2]1[cH:3][cH:4][cH:5][c:6]([OH:7])[cH:8]1)[C:22]([c:21]1[c:16]([CH2:15][N:9]2[CH2:10][CH2:11][CH2:12][CH2:13][CH2:14]2)[cH:17][c:18](-[c:25]2[cH:26][cH:27][cH:28][cH:29][cH:30]2)[cH:19][cH:20]1)=[O:23]. The reactants are C(C)(C)C1=C(C(=NO1)C1=CC=CC=C1)S(=O)(=O)C1=CC=C(C=C1)OS(=O)(=O)C1=CC=C(C)C=C1 (5-isopropyl-3-phenyl-4-(4-tosyloxy-benzenesulphonyl)-isoxazole), [OH-].[Na+] (sodium hydroxide), Cl (hydrochloric acid). The solvent is C(C)(C)O (isopropanol), O (water), O (water). Product: OC1=CC=C(C=C1)S(=O)(=O)C=1C(=NOC1C(C)C)C1=CC=CC=C1 (4-(4-Hydroxy-benzenesulphonyl)-5-isopropyl-3-phenyl-isoxazole). Yield: 81.5%. RXN SMILES: [CH:1]([C:4]1[O:8][N:7]=[C:6]([C:9]2[CH:14]=[CH:13][CH:12]=[CH:11][CH:10]=2)[C:5]=1[S:15]([C:18]1[CH:23]=[CH:22][C:21]([O:24]S(C2C=CC(C)=CC=2)(=O)=O)=[CH:20][CH:19]=1)(=[O:17])=[O:16])([CH3:3])[CH3:2].[OH-].[Na+].Cl>C(O)(C)C.O>[OH:24][C:21]1[CH:22]=[CH:23][C:18]([S:15]([C:5]2[C:6]([C:9]3[CH:10]=[CH:11][CH:12]=[CH:13][CH:14]=3)=[N:7][O:8][C:4]=2[CH:1]([CH3:3])[CH3:2])(=[O:17])=[O:16])=[CH:19][CH:20]=1 |f:1.2|. Procedure details: A mixture of 2.5 g (0.005 mol) of 5-isopropyl-3-phenyl-4-(4-tosyloxy-benzenesulphonyl)-isoxazole and 0.8 g (0.02 mol) of sodium hydroxide in 20 ml of isopropanol and 10 ml of water was heated under reflux for 2.5 hours. After reacting, the mixture was allowed to cool, diluted with 50 ml of water and acidified with concentrated hydrochloric acid. The product so obtained was suction-filtered and washed with water to obtain 1.4 g of the desired compound which was purified by elution chromatography ... The reactants are COc1ccc2c(Cl)ccnc2c1, [H-], [Na+], CN(C)C=O, O=C1CCC(c2ccccc2)CN1CCO. Product: COc1ccc2c(OCCN3CC(c4ccccc4)CCC3=O)ccnc2c1. RXN SMILES: [Cl:19][c:20]1[cH:21][cH:22][n:23][c:24]2[cH:25][c:26]([O:30][CH3:31])[cH:27][cH:28][c:29]12.[H-:18].[Na+:17].[O:32]=[CH:33][N:34]([CH3:35])[CH3:36].[OH:1][CH2:2][CH2:3][N:4]1[C:5](=[O:16])[CH2:6][CH2:7][CH:8]([c:10]2[cH:11][cH:12][cH:13][cH:14][cH:15]2)[CH2:9]1>>[O:1]([CH2:2][CH2:3][N:4]1[C:5](=[O:16])[CH2:6][CH2:7][CH:8]([c:10]2[cH:11][cH:12][cH:13][cH:14][cH:15]2)[CH2:9]1)[c:20]1[cH:21][cH:22][n:23][c:24]2[cH:25][c:26]([O:30][CH3:31])[cH:27][cH:28][c:29]12.